The task is: describe an organic reaction: reactants, conditions, products, and yield. This data is from the Open Reaction Database (ORD), a public repository of structured organic reaction records. The reactants are [Cl-].[NH4+] (ammonium chloride), Cl.CC1=CC=C(C(O)=N)C=C1 (p-methylbenzimidate hydrochloride), N.CO (NH3 MeOH), Cl.CC1=CC=C(C(O)=N)C=C1 (p-methylbenzimidate hydrochloride). Solvent: CCO (EtOH). Run at time 20 hour. Product: Cl.CC1=CC=C(C(=N)N)C=C1 (p-methylbenzamidine hydrochloride). Isolated yield 97.2%. Reaction SMILES: [ClH:1].[CH3:2][C:3]1[CH:11]=[CH:10][C:6]([C:7](=[NH:9])O)=[CH:5][CH:4]=1.[NH3:12].CO.[Cl-].[NH4+]>CCO>[ClH:1].[CH3:2][C:3]1[CH:11]=[CH:10][C:6]([C:7]([NH2:12])=[NH:9])=[CH:5][CH:4]=1 |f:0.1,2.3,4.5,7.8|. Reported procedure: To a solution of p-methylbenzimidate hydrochloride (8.00 g, 43.09 mmol) in MEOH (100 ml) is added NH3/MeOH solution (2.68M, 24.12 ml, 64.64 mmol). Upon the addition of the NH3, the mixture has a pH around 8.5. To this solution is added ammonium chloride (2.30 g, 43.09 mmol). The reaction mixture is stirred at room temperature for 20 hours, then cooled in refrigerator and the precipitate is removed by filtration. The mother liquor is concentrated to yield the crude product which is taken up in a ... The reactants are N[C@H]1[C@@H]2N(C(=C(CS2)[C@H]2O[C@H](CC2=C=O)OC)C(=O)OCC2=CC=C(C=C2)OC)C1=O (4-methoxybenzyl (6R,7R)-7-amino-3-[(2S,5R)-5-methoxy-carbonyltetrahydrofuran-2-yl]ceph-3-em-4-carboxylate), NC=1SC=C(N1)/C(/C(=O)O)=N/OC (2-(2-aminothiazol-4-yl)-2-(Z)-methoxyiminoacetic acid), C(C)(C)N(C(C)C)CC (N,N-diisopropylethylamine), CS(=O)(=O)Cl (methanesulphonyl chloride). Run in CN(C=O)C (dimethylformamide), N1=CC=CC=C1 (pyridine), CN(C=O)C (dimethylformamide). Run at time 0.5 hour. The product is CO[C@H]1CC([C@H](O1)C=1CS[C@H]2N(C1C(=O)OCC1=CC=C(C=C1)OC)C([C@H]2NC(\C(=N/OC)\C=2N=C(SC2)N)=O)=O)=C=O (4-Methoxybenzyl (6R,7R)-3-[(2S,5R)-5-methoxy-carbonyltetrahydrofuran-2-yl]-7-[2-(2-aminothiazol-4-yl)-2-(Z)-methoxyiminoacetamido]ceph-3-em-4-carboxylate). Yield: 53.6%. RXN SMILES: [NH2:1][C:2]1[S:3][CH:4]=[C:5](/[C:7](=[N:11]/[O:12][CH3:13])/[C:8]([OH:10])=O)[N:6]=1.C(N(CC)C(C)C)(C)C.CS(Cl)(=O)=O.[NH2:28][C@@H:29]1[C:57](=[O:58])[N:31]2[C:32]([C:45]([O:47][CH2:48][C:49]3[CH:54]=[CH:53][C:52]([O:55][CH3:56])=[CH:51][CH:50]=3)=[O:46])=[C:33]([C@@H:36]3[C:40](=[C:41]=[O:42])[CH2:39][C@H:38]([O:43][CH3:44])[O:37]3)[CH2:34][S:35][C@H:30]12>CN(C)C=O.N1C=CC=CC=1>[CH3:44][O:43][C@@H:38]1[O:37][C@H:36]([C:33]2[CH2:34][S:35][C@@H:30]3[C@H:29]([NH:28][C:8](=[O:10])/[C:7](/[C:5]4[N:6]=[C:2]([NH2:1])[S:3][CH:4]=4)=[N:11]\[O:12][CH3:13])[C:57](=[O:58])[N:31]3[C:32]=2[C:45]([O:47][CH2:48][C:49]2[CH:54]=[CH:53][C:52]([O:55][CH3:56])=[CH:51][CH:50]=2)=[O:46])[C:40](=[C:41]=[O:42])[CH2:39]1. Reported procedure: A stirred solution of 2-(2-aminothiazol-4-yl)-2-(Z)-methoxyiminoacetic acid (20.1 mg) and N,N-diisopropylethylamine (0.0176 ml) in dimethylformamide (0.3 ml) was cooled to -55 to -60° C. and methanesulphonyl chloride (0.0081 ml) was added. The mixture was stirred at the same temperature for 0.5 h and then a solution of 4-methoxybenzyl (6R,7R)-7-amino-3-[(2S,5R)-5-methoxy-carbonyltetrahydrofuran-2-yl]ceph-3-em-4-carboxylate (41 mg) in dimethylformamide (0.3 ml) was added followed by pyridine (0.0... Reactants: C(#N)[BH3-].[Na+] (sodium cyanoborohydride), C1(=CC=CC=C1)C1CCN(CC1)CC1CNCC1C1=CC=CC=C1 (3-(SR)-((4-phenyl)piperidin-1-yl)methyl-4-(SR)-phenylpyrrolidine), C1(=CC=CC=C1)CC=O (phenylacetaldehyde), 4. Reagents/catalysts: CC(=O)O (HOAc). Run in CO (MeOH). Reaction conditions: time 18 hour. Yields the product hexanes EtOAc, C1(=CC=CC=C1)CCN1CC(C(C1)C1=CC=CC=C1)CN1CCC(CC1)C1=CC=CC=C1 (1-(2-Phenylethyl)-3-(SR)-((4-phenyl)piperidin-1-yl)methyl-4-(SR)-phenylpyrrolidine). The yield is 47.1%. RXN SMILES: [C:1]1([CH:7]2[CH2:12][CH2:11][N:10]([CH2:13][CH:14]3[CH:18]([C:19]4[CH:24]=[CH:23][CH:22]=[CH:21][CH:20]=4)[CH2:17][NH:16][CH2:15]3)[CH2:9][CH2:8]2)[CH:6]=[CH:5][CH:4]=[CH:3][CH:2]=1.[C:25]1([CH2:31][CH:32]=O)[CH:30]=[CH:29][CH:28]=[CH:27][CH:26]=1.C([BH3-])#N.[Na+]>CO.CC(O)=O>[C:25]1([CH2:31][CH2:32][N:16]2[CH2:17][CH:18]([C:19]3[CH:20]=[CH:21][CH:22]=[CH:23][CH:24]=3)[CH:14]([CH2:13][N:10]3[CH2:9][CH2:8][CH:7]([C:1]4[CH:2]=[CH:3][CH:4]=[CH:5][CH:6]=4)[CH2:12][CH2:11]3)[CH2:15]2)[CH:30]=[CH:29][CH:28]=[CH:27][CH:26]=1 |f:2.3|. Procedure: A mixture of 50 mg (0.16 mmol) 3-(SR)-((4-phenyl)piperidin-1-yl)methyl-4-(SR)-phenylpyrrolidine (from Example 30, Step A) and 37 mg (0.31 mmol) of phenylacetaldehyde and 100 mg 4 A powdered molecular sieves in 3 mL of MeOH was treated with 18 mg (0.28 mmol) of sodium cyanoborohydride and 2 drops of HOAc and stirred at rt for 18 h. The mixture was filtered onto a pad of Celite; the pad and flask were rinsed well with MeOH (25 mL). The filtrate was concentrated in vacuo and the residue was partiti... Starting materials: CN(C)CCCCCCCCCCCCCCCCC(C)CC (N,N-dimethyl-(2-butyl)hexadecylamine), ClCC(CS(=O)(=O)[O-])O.[Na+] (sodium 3-chloro-2-hydroxy-1-propanesulfonate), [OH-].[Na+] (sodium hydroxide). Run at time 56 hour. Product: C[N+](C)(CC(CS(=O)(=O)[O-])O)CCCCCCCCCCCCCCCCC(C)CC (3-[N,N-dimethyl-(2-butyl)hexadecylammonio]-2-hydroxy-1-propanesulfonate). Reported procedure: A 1-L round bottom flask (equipped with a magnetic stirrer and reflux condenser) was charged with 20 g (61 mmol) of N,N-dimethyl-(2-butyl)hexadecylamine, 20 g (100 mmol) of sodium 3-chloro-2-hydroxy-1-propanesulfonate, 140 mL isopropanol, 50 mL of water, and 0.6 g (8 mmol) of 50% sodium hydroxide. The mixture was stirred at reflux. The progress of the reaction was followed using a Waters Associates C-18 μ-Bondapak reverse-phase column, 1.5 mL/min of a 10:1 isopropanol:water as solvent and a refr... RXN SMILES: [CH3:1][N:2]([CH2:4][CH2:5][CH2:6][CH2:7][CH2:8][CH2:9][CH2:10][CH2:11][CH2:12][CH2:13][CH2:14][CH2:15][CH2:16][CH2:17][CH2:18][CH2:19][CH:20]([CH2:22][CH3:23])[CH3:21])[CH3:3].Cl[CH2:25][CH:26]([OH:32])[CH2:27][S:28]([O-:31])(=[O:30])=[O:29].[Na+].[OH-].[Na+]>O.C(O)(C)C>[CH3:3][N+:2]([CH2:4][CH2:5][CH2:6][CH2:7][CH2:8][CH2:9][CH2:10][CH2:11][CH2:12][CH2:13][CH2:14][CH2:15][CH2:16][CH2:17][CH2:18][CH2:19][CH:20]([CH2:22][CH3:23])[CH3:21])([CH2:25][CH:26]([OH:32])[CH2:27][S:28]([O-:31])(=[O:30])=[O:29])[CH3:1] |f:1.2,3.4|. The solvent is C(C)(C)O (isopropanol), O (water), C(C)(C)O (isopropanol), O (water), C(C)(C)O (isopropanol). Starting materials: N#CC1CCCN1C(=O)CCl, Cc1ccc(-c2nc(CC(C)(C)N)c(C)[nH]2)cc1F, CN(C)C=O. Yields the product Cc1ccc(-c2nc(CC(C)(C)NCC(=O)N3CCCC3C#N)c(C)[nH]2)cc1F. RXN SMILES: [Cl:20][CH2:21][C:22](=[O:23])[N:24]1[CH:25]([C:29]#[N:30])[CH2:26][CH2:27][CH2:28]1.[F:1][c:2]1[cH:3][c:4](-[c:9]2[nH:10][c:11]([CH3:19])[c:12]([CH2:14][C:15]([CH3:16])([CH3:17])[NH2:18])[n:13]2)[cH:5][cH:6][c:7]1[CH3:8].[O:31]=[CH:32][N:33]([CH3:34])[CH3:35]>>[F:1][c:2]1[cH:3][c:4](-[c:9]2[nH:10][c:11]([CH3:19])[c:12]([CH2:14][C:15]([CH3:16])([CH3:17])[NH:18][CH2:21][C:22](=[O:23])[N:24]3[CH:25]([C:29]#[N:30])[CH2:26][CH2:27][CH2:28]3)[n:13]2)[cH:5][cH:6][c:7]1[CH3:8].